From a dataset of the Open Reaction Database (ORD), a public repository of structured organic reaction records. describe an organic reaction: reactants, conditions, products, and yield Reactants: CC(C)C[Al+]CC(C)C, CCCCCC, CCOCC, CC(C)(C#N)c1ccc(Cl)cc1, Cl, [H-], O. Product: CC(C)(C=O)c1ccc(Cl)cc1. Reaction SMILES: [CH2:2]([Al+:3][CH2:4][CH:5]([CH3:6])[CH3:7])[CH:8]([CH3:9])[CH3:10].[CH3:25][CH2:26][CH2:27][CH2:28][CH2:29][CH3:30].[CH3:31][CH2:32][O:33][CH2:34][CH3:35].[Cl:11][c:12]1[cH:13][cH:14][c:15]([C:16]([C:17]#[N:18])([CH3:19])[CH3:20])[cH:21][cH:22]1.[ClH:24].[H-:1].[OH2:23]>>[Cl:11][c:12]1[cH:13][cH:14][c:15]([C:16]([CH:17]=[O:23])([CH3:19])[CH3:20])[cH:21][cH:22]1.